The task is: describe an organic reaction: reactants, conditions, products, and yield. This data is from the Open Reaction Database (ORD), a public repository of structured organic reaction records. Starting materials: Cl.FCC1(CCNCC1)O (4-(Fluoromethyl)piperidin-4-ol hydrochloride), CCN(C(C)C)C(C)C (DIPEA), C(=O)(Cl)Cl (phosgene). The solvent is ClCCl (dichloromethane), ClCCl (dichloromethane). Reaction conditions: time 15 minute. Yields the product FCC1(CCN(CC1)C(=O)Cl)O (4-(fluoromethyl)-4-hydroxypiperidine-1-carbonyl chloride). Isolated yield 37.0%. As a reaction SMILES: Cl.[F:2][CH2:3][C:4]1([OH:10])[CH2:9][CH2:8][NH:7][CH2:6][CH2:5]1.CCN(C(C)C)C(C)C.[C:20](Cl)([Cl:22])=[O:21]>ClCCl>[F:2][CH2:3][C:4]1([OH:10])[CH2:9][CH2:8][N:7]([C:20]([Cl:22])=[O:21])[CH2:6][CH2:5]1 |f:0.1|. Reported procedure: 4-(Fluoromethyl)piperidin-4-ol hydrochloride (233 mg, 1.37 mmol) was suspended in dichloromethane (3 mL) followed by addition of DIPEA (0.6 mL, 3.4 mmol) and the slurry obtained added in portions over several minutes to a solution of phosgene (20W % in toluene, 0.75 mL) diluted into dichloromethane (5 mL) and the mixture was allowed to stir at this temperature for 15 minutes. The mixture was then concentrated and the residue partitioned with ethyl acetate and water. The organic solution was wash... The reactants are ClC1=CC(=CC=2B(OC(C21)CC(=O)OCC)O)O (ethyl 2-(4-chloro-1,6-dihydroxy-1,3-dihydrobenzo[c][1,2]oxaborol-3-yl)acetate), IC (iodomethane), C(=O)([O-])[O-].[K+].[K+] (K2CO3). Solvent: CN(C)C=O (DMF). Conditions: time 10 hour. The product is ClC1=CC(=CC=2B(OC(C21)CC(=O)OCC)O)OC (Ethyl 2-(4-chloro-1-hydroxy-6-methoxy-1,3-dihydrobenzo[c][1,2]oxaborol-3-yl)acetate). Isolated yield 31.4%. As a reaction SMILES: [Cl:1][C:2]1[C:10]2[CH:9]([CH2:11][C:12]([O:14][CH2:15][CH3:16])=[O:13])[O:8][B:7]([OH:17])[C:6]=2[CH:5]=[C:4]([OH:18])[CH:3]=1.IC.[C:21]([O-])([O-])=O.[K+].[K+]>CN(C=O)C>[Cl:1][C:2]1[C:10]2[CH:9]([CH2:11][C:12]([O:14][CH2:15][CH3:16])=[O:13])[O:8][B:7]([OH:17])[C:6]=2[CH:5]=[C:4]([O:18][CH3:21])[CH:3]=1 |f:2.3.4|. Reported procedure: To a mixture of ethyl 2-(4-chloro-1,6-dihydroxy-1,3-dihydrobenzo[c][1,2]oxaborol-3-yl)acetate (150 mg, 0.55 mmol) and iodomethane (254 mg, 2.22 mL) in anhydrous DMF (2 mL) was added anhydrous K2CO3 (380 mg, 2.75 mmol). The reaction mixture was stirred for 10 h and concentrated under reduced pressure. The residue was purified by prep HPLC to give the title compound as a yellow oil (49.1 mg. Yield: 31%). 1H NMR (400 MHz, DMSO-d6) δ 9.45 (s, 1H), 7.22-7.23 (d, J=4.0 Hz, 1H), 7.14-7.15 (d, J=4.0 Hz,... Starting materials: C[Si](C)(C)Cl (trimethylsilyl chloride), CCCCCC (hexane), C(CCC)[Li] (n-butyl lithium), CN1CSCSC1 (5-Methyl-1,3,5-dithiazine). Solvent: O1CCCC1 (tetrahydrofuran). The product is C[Si](C1SCN(CS1)C)(C)C (2-trimethylsilyl-5-methyl-1,3,5-dithiazine). RXN SMILES: [CH3:1][N:2]1[CH2:7][S:6][CH2:5][S:4][CH2:3]1.CCCCCC.C([Li])CCC.[CH3:19][Si:20](Cl)([CH3:22])[CH3:21]>O1CCCC1>[CH3:19][Si:20]([CH3:22])([CH3:21])[CH:5]1[S:6][CH2:7][N:2]([CH3:1])[CH2:3][S:4]1. Reported procedure: 5-Methyl-1,3,5-dithiazine, 2.7 g, was dissolved in 20 ml of tetrahydrofuran and 14 ml of 1.6 mole hexane solution of n-butyl lithium was dropwise added to the solution in an argon flow at -73° C. The mixture was stirred at the same temperature for an hour. Then, 2.4 g of trimethylsilyl chloride was dropwise added to the mixture at the same temperature. After completion of the dropwise addition, the temperature of the reaction mixture was gradually elevated to 0° C. and then stirred for 90 minute... Starting materials: COC([C@@H](CC)NS(=O)(=O)C1=CC=C(C=C1)Br)=O ((2R)-(4-bromobenzenesulfonylamino)butyric acid methyl ester), S1C=C(C=C1)B(O)O (3-thiopheneboronic acid), ClCCl (dichloromethane), P(=O)([O-])([O-])[O-].[K+].[K+].[K+] (potassium phoshate). The solvent is C(OC)COC (dimethoxyethane). Yields the product COC([C@@H](C(C)C)NS(=O)(=O)C1=CC=C(C=C1)C1=CSC=C1)=O (3-methyl-(2R)-[4-(thiophen-3-yl)benzenesulfonylamino]butyric acid methyl ester). Isolated yield 1273.1%. RXN SMILES: [CH3:1][O:2][C:3](=[O:18])[C@H:4]([NH:7][S:8]([C:11]1[CH:16]=[CH:15][C:14](Br)=[CH:13][CH:12]=1)(=[O:10])=[O:9])[CH2:5][CH3:6].[S:19]1[CH:23]=[CH:22][C:21](B(O)O)=[CH:20]1.Cl[CH2:28]Cl.P([O-])([O-])([O-])=O.[K+].[K+].[K+]>C(COC)OC>[CH3:1][O:2][C:3](=[O:18])[C@H:4]([NH:7][S:8]([C:11]1[CH:16]=[CH:15][C:14]([C:21]2[CH:22]=[CH:23][S:19][CH:20]=2)=[CH:13][CH:12]=1)(=[O:10])=[O:9])[CH:5]([CH3:28])[CH3:6] |f:3.4.5.6|. Reported procedure: A mixture of (2R)-(4-bromobenzenesulfonylamino)butyric acid methyl ester (9.911 g, 2.6 mmol), 3-thiopheneboronic acid (1.0 g, 7.81 mmol), [1,1′-bis(diphenylphosphino)ferrocene]-dichloropalladium(II) complex with dichloromethane (1:1) (0.117 g, 0.14 mmol) and tribasic potassium phoshate (2.21 g, 10.4 mmol) in 20 mL of dimethoxyethane is heated at reflux for 16 h. The reaction is cooled and concentrated, and the residue is suspended in 100 mL of dichloromethane. The insolubles are removed by filtr... Reactants: Cc1c(C(=O)O)oc2ccccc12, CC1COCCN1. Reagents/catalysts: CN1CC[N+](=C1Cl)C.F[P-](F)(F)(F)(F)F (CIP), CCN(C(C)C)C(C)C (DIPEA), C1=CC2=C(N=C1)N(N=N2)O (HOAt). The solvent is CN(C)C=O (DMF), CN(C)C=O (DMF), CN(C)C=O (DMF), CN(C)C=O (DMF), CN(C)C=O (DMF), CN(C)C=O (DMF). Run at temperature 25 celsius, time 2 hour. Product: Cc1c(C(=O)N2CCOCC2C)oc2ccccc12. Yield: 18.3%. Reaction SMILES: CC1COCCN1.Cc1c(C(=O)O)oc2ccccc12.CN1CC[N+](=C1Cl)C.F[P-](F)(F)(F)(F)F.C1=CC2=C(N=C1)N(N=N2)O.CCN(C(C)C)C(C)C.CN(C)C=O>>Cc1c(C(=O)N2CCOCC2C)oc2ccccc12. Reactants: N1C(C(=O)C2=CC=CC=C12)=NN (isatin hydrazone), C1CN2CCN1CC2 (DABCO), hydrazone, C(CCCCC)O (1-hexanol). Conditions: temperature 130 celsius. Product: N1C(CC2=CC=CC=C12)=O (2-oxindole). Isolated yield 66.5%. Reaction SMILES: [NH:1]1[C:10]2[C:5](=[CH:6][CH:7]=[CH:8][CH:9]=2)[C:3](=O)[C:2]1=NN.C1N2CCN(CC2)C1.C([OH:27])CCCCC>>[NH:1]1[C:10]2[C:5](=[CH:6][CH:7]=[CH:8][CH:9]=2)[CH2:3][C:2]1=[O:27]. Reported procedure: 14.8 g of isatin (99 mmol, 98.2% purity) were initially charged into a 250 ml three-neck flask and 150 ml of 2-ethylhexanol were added. 6.0 g of hydrazine hydrate (117 mmol; 98% purity) were added with stirring. The reaction mixture was heated to 90° C. for 15 min to form the isatin hydrazone (yellow suspension). The water of reaction was azeotropically removed at 90° C./100 mbar using 1-hexanol. 2.4 g of DABCO (21 mmol, 98%) were then added and the suspension heated to 130° C. for 2.5 h. After ...